This data is from the Open Reaction Database (ORD), a public repository of structured organic reaction records. The task is: describe an organic reaction: reactants, conditions, products, and yield Reactants: ClC=1C(=NC=C(C1)Cl)C(CNC(C1=C(C=CC=C1)C(F)(F)F)=O)=NOCCC (N-[2-(3,5-dichloropyridin-2-yl)-2-(propoxyimino)ethyl]-2-(trifluoromethyl)benzamide), C(C1=CC=CC=C1)(=O)C1=CC=CC=C1 (benzophenone), quartz. Solvent: C(C)#N (acetonitrile). Yields the product ClC=1C(=NC=C(C1)Cl)\C(\CNC(C1=C(C=CC=C1)C(F)(F)F)=O)=N/OCCC ((Z)—N-[2-(3,5-dichloropyridin-2-yl)-2-(propoxyimino)ethyl]-2-(trifluoromethyl)benzamide). Yield: 38.1%. RXN SMILES: [Cl:1][C:2]1[C:3]([C:9](=[N:24][O:25][CH2:26][CH2:27][CH3:28])[CH2:10][NH:11][C:12](=[O:23])[C:13]2[CH:18]=[CH:17][CH:16]=[CH:15][C:14]=2[C:19]([F:22])([F:21])[F:20])=[N:4][CH:5]=[C:6]([Cl:8])[CH:7]=1.C(C1C=CC=CC=1)(=O)C1C=CC=CC=1>C(#N)C>[Cl:1][C:2]1[C:3](/[C:9](=[N:24]\[O:25][CH2:26][CH2:27][CH3:28])/[CH2:10][NH:11][C:12](=[O:23])[C:13]2[CH:18]=[CH:17][CH:16]=[CH:15][C:14]=2[C:19]([F:21])([F:20])[F:22])=[N:4][CH:5]=[C:6]([Cl:8])[CH:7]=1. Procedure details: To 218 mg of N-[2-(3,5-dichloropyridin-2-yl)-2-(propoxyimino)ethyl]-2-(trifluoromethyl)benzamide in 3 ml of acetonitrile, 5 mg of benzophenone was added, and the mixture was irradiated with light for 48 hours in a quartz cell (manufactured by Fine, 4 clear windows for spectroscopy) using a 100 W high-pressure mercury lamp (manufactured by USHIO INC., lamp: UM-102, power supply UM-103B-B). After completion of the reaction, the solvent was evaporated under reduced pressure, and the resulting resid... Product: CNC(=O)C(=NO)c1ccccc1Oc1ccccc1. Starting materials: COC(=O)C(=NO)c1ccccc1Oc1ccccc1, CO, CN, Cc1ccccc1, O. Reaction SMILES: [CH3:1][O:2][C:3]([C:4](=[N:5][OH:6])[c:7]1[c:8]([O:13][c:14]2[cH:15][cH:16][cH:17][cH:18][cH:19]2)[cH:9][cH:10][cH:11][cH:12]1)=[O:20].[CH3:21][OH:22].[CH3:23][NH2:24].[CH3:26][c:27]1[cH:28][cH:29][cH:30][cH:31][cH:32]1.[OH2:25]>>[O:2]=[C:3]([C:4](=[N:5][OH:6])[c:7]1[c:8]([O:13][c:14]2[cH:15][cH:16][cH:17][cH:18][cH:19]2)[cH:9][cH:10][cH:11][cH:12]1)[NH:24][CH3:23]. Reactants: Cl (hydrochloric acid), C(C)(=O)[O-].C(C)(=O)[O-].C(C)(=O)[O-].BrC1=CC(=C(C=C1)[Pb+3])CC (4-Bromo-2-ethylphenyllead triacetate), C1(=CC=CC=C1)C (toluene), CC1(OC(C(CC1=O)=O)(C)C)C (2,2,6,6-tetramethylpyran-3,5-dione). Reagents/catalysts: CN(C1=CC=NC=C1)C (4-Dimethylaminopyridine). Run in C(Cl)(Cl)Cl (chloroform). Run at temperature 80 celsius, time 4 hour. The product is BrC1=CC(=C(C=C1)C1C(C(OC(C1=O)(C)C)(C)C)=O)CC (4-(4-bromo-2-ethylphenyl)-2,2,6,6-tetramethylpyran-3,5-dione). Reaction SMILES: C1(C)C=CC=CC=1.[CH3:8][C:9]1([CH3:19])[C:14](=[O:15])[CH2:13][C:12](=[O:16])[C:11]([CH3:18])([CH3:17])[O:10]1.C([O-])(=O)C.C([O-])(=O)C.C([O-])(=O)C.[Br:32][C:33]1[CH:38]=[CH:37][C:36]([Pb+3])=[C:35]([CH2:40][CH3:41])[CH:34]=1.Cl>CN(C)C1C=CN=CC=1.C(Cl)(Cl)Cl>[Br:32][C:33]1[CH:38]=[CH:37][C:36]([CH:13]2[C:14](=[O:15])[C:9]([CH3:19])([CH3:8])[O:10][C:11]([CH3:18])([CH3:17])[C:12]2=[O:16])=[C:35]([CH2:40][CH3:41])[CH:34]=1 |f:2.3.4.5|. Reported procedure: 4-Dimethylaminopyridine (3.13 g, 25.7 mmol) and toluene (10 ml) are added to a solution of 2,2,6,6-tetramethylpyran-3,5-dione (0.87 g, 5.13 mmol) in chloroform (40 ml) and the reaction mixture is heated to 80° C. 4-Bromo-2-ethylphenyllead triacetate (3.50 g, 6.16 mmol) is added portionwise over 5 minutes, and once the addition is complete the reaction mixture is stirred at 80° C. for a further 4 hours. The mixture is cooled to room temperature, 2M aqueous hydrochloric acid (40 ml) is added, and ... Reactants: NC(CS)C(=O)O, O=Cc1cccnc1. The product is O=C(O)C1CSC(c2cccnc2)N1. Reaction SMILES: [NH2:1][CH:2]([CH2:3][SH:4])[C:5]([OH:6])=[O:7].[n:8]1[cH:9][c:10]([CH:14]=[O:15])[cH:11][cH:12][cH:13]1>>[NH:1]1[CH:2]([C:5]([OH:6])=[O:7])[CH2:3][S:4][CH:14]1[c:10]1[cH:9][n:8][cH:13][cH:12][cH:11]1. Reactants: ClC1=CC2=C(SC=C2CN2C(N(CC2)C=2SC(=C(N2)C)C(=O)O)=O)C=C1 (2-(3-((5-chlorobenzo[b]thiophen-3-yl)methyl)-2-oxoimidazolidin-1-yl)-4-methylthiazole-5-carboxylic acid), FC1=CC=C(CN2C(N(CC2)C=2SC(=C(N2)C)C(=O)O)=O)C=C1 (2-(3-(4-fluorobenzyl)-2-oxoimidazolidin-1-yl)-4-methylthiazole-5-carboxylic acid), N1=CN=C(C=C1)CN (pyrimidin-4-ylmethanamine). The product is FC1=CC=C(CN2C(N(CC2)C=2SC(=C(N2)C)C(=O)NCC2=NC=NC=C2)=O)C=C1 (2-(3-(4-fluorobenzyl)-2-oxoimidazolidin-1-yl)-4-methyl-N-(pyrimidin-4-ylmethyl)thiazole-5-carboxamide). The yield is 71.0%. RXN SMILES: ClC1C=CC2SC=C(C[N:10]3[CH2:14][CH2:13][N:12]([C:15]4SC(C(O)=O)=[C:18]([CH3:20])[N:19]=4)C3=O)C=2C=1.[F:27][C:28]1[CH:49]=[CH:48][C:31]([CH2:32][N:33]2[CH2:37][CH2:36][N:35]([C:38]3[S:39][C:40]([C:44]([OH:46])=O)=[C:41]([CH3:43])[N:42]=3)[C:34]2=[O:47])=[CH:30][CH:29]=1.N1C=CC(CN)=NC=1>>[F:27][C:28]1[CH:29]=[CH:30][C:31]([CH2:32][N:33]2[CH2:37][CH2:36][N:35]([C:38]3[S:39][C:40]([C:44]([NH:10][CH2:14][C:13]4[CH:20]=[CH:18][N:19]=[CH:15][N:12]=4)=[O:46])=[C:41]([CH3:43])[N:42]=3)[C:34]2=[O:47])=[CH:48][CH:49]=1. Procedure details: Following the procedure as described in Example 32, making variations as required to replace 2-(3-((5-chlorobenzo[b]thiophen-3-yl)methyl)-2-oxoimidazolidin-1-yl)-4-methylthiazole-5-carboxylic acid with 2-(3-(4-fluorobenzyl)-2-oxoimidazolidin-1-yl)-4-methylthiazole-5-carboxylic acid to react with pyrimidin-4-ylmethanamine, the title compound was obtained as a colorless solid in 71% yield: mp 175-176° C.; 1H NMR (300 MHz, CDCl3) δ 9.18 (s, 1H), 8.69 (d, J=6.0 Hz, 1H), 7.35-7.25 (m, 3H), 7.07-7.02 ... Run at time 2 hour. RXN SMILES: [CH2:1]([N:5]1[CH:9]=[CH:8][N:7]=[N:6]1)[CH2:2][CH:3]=[CH2:4].C1COCC1.[C:15]([O:19][C:20](=[O:30])[NH:21][C:22]1[CH:27]=[CH:26][C:25](Br)=[CH:24][C:23]=1[F:29])([CH3:18])([CH3:17])[CH3:16].C(=O)([O-])[O-].[Cs+].[Cs+]>CN(C=O)C.C1C=CC(P(C2C=CC=CC=2)[C-]2C=CC=C2)=CC=1.C1C=CC(P(C2C=CC=CC=2)[C-]2C=CC=C2)=CC=1.Cl[Pd]Cl.[Fe+2].O>[C:15]([O:19][C:20](=[O:30])[NH:21][C:22]1[CH:27]=[CH:26][C:25]([CH2:4][CH2:3][CH2:2][CH2:1][N:5]2[CH:9]=[CH:8][N:7]=[N:6]2)=[CH:24][C:23]=1[F:29])([CH3:18])([CH3:16])[CH3:17] |f:3.4.5,7.8.9.10|. Reagents/catalysts: C1=CC=C(C=C1)P([C-]2C=CC=C2)C3=CC=CC=C3.C1=CC=C(C=C1)P([C-]2C=CC=C2)C3=CC=CC=C3.Cl[Pd]Cl.[Fe+2] (Pd(dppf)Cl2). Reported procedure: To a solution of 1-but-3-enyl-1H-[1,2,3]triazole (0.85 g, 6.9 mmol) in THF (15 ml) 9-borabicyclo[3.3.1]nonane (0.5 M in THF, 30.3 ml, 15.2 mmol) was added dropwise at 0° C. and stirring continued for 2 h. This mixture was then added to a solution of (4-bromo-2-fluoro-phenyl)-carbamic acid tert-butyl ester (2 g, 6.89 mmol), Pd(dppf)Cl2 (0.56 g, 0.69 mmol) and aqueous cesium carbonate (6.89 ml, 3M) in DMF (30 ml) and stirred for 3 h at 70° C. Water (100 ml) was added and the mixture extracted with... The solvent is CN(C)C=O (DMF), O (Water). The product is C(C)(C)(C)OC(NC1=C(C=C(C=C1)CCCCN1N=NC=C1)F)=O ([2-Fluoro-4-(4-[1,2,3]triazol-1-yl-butyl)-phenyl]-carbamic acid tert-butyl ester). The reactants are C(CC=C)N1N=NC=C1 (1-but-3-enyl-1H-[1,2,3]triazole), C1CCOC1 (THF), C(C)(C)(C)OC(NC1=C(C=C(C=C1)Br)F)=O ((4-bromo-2-fluoro-phenyl)-carbamic acid tert-butyl ester), C([O-])([O-])=O.[Cs+].[Cs+] (cesium carbonate). Starting materials: C(C)OC(CSC1=CN=C(S1)NC(=O)N(CC1CCCCC1)C1=CC(=CC=C1)NC(C)=O)=O ({2-[3-(3-acetylamino-phenyl)-3-cyclohexylmethyl-ureido]-thiazol-5-ylsulfanyl}-acetic acid ethyl ester), C(C)OC(CSC1=CN=C(S1)N)=O ((2-amino-thiazol-5-ylsulfanyl)acetic acid ethyl ester), C1(CCCC1)CN(C(NC=1SC=C(N1)CC(=O)O)=O)C1=CC(=C(C=C1)F)F ({2-[3-cyclopentylmethyl-3-(3,4-difluoro-phenyl)-ureido]-thiazol-4-yl}-acetic acid), NC=1C=C(C=CC1)NC(C)=O (N-(3-amino-phenyl)-acetamide). The product is C(C)(=O)NC=1C=C(C=CC1)N(C(NC=1SC(=CN1)SCC(=O)O)=O)CC1CCCCC1 ({2-[3-(3-Acetylamino-phenyl)-3-cyclohexylmethyl-ureido]-thiazol-5-ylsulfanyl}-acetic acid). Reaction SMILES: C([O:3][C:4](=[O:33])[CH2:5][S:6][C:7]1[S:11][C:10]([NH:12][C:13]([N:15]([C:23]2[CH:28]=[CH:27][CH:26]=[C:25]([NH:29][C:30](=[O:32])[CH3:31])[CH:24]=2)[CH2:16][CH:17]2[CH2:22][CH2:21][CH2:20][CH2:19][CH2:18]2)=[O:14])=[N:9][CH:8]=1)C.C1(CN(C2C=CC(F)=C(F)C=2)C(=O)NC2SC=C(CC(O)=O)N=2)CCCC1.NC1C=C(NC(=O)C)C=CC=1.C(OC(=O)CSC1SC(N)=NC=1)C>>[C:30]([NH:29][C:25]1[CH:24]=[C:23]([N:15]([CH2:16][CH:17]2[CH2:18][CH2:19][CH2:20][CH2:21][CH2:22]2)[C:13](=[O:14])[NH:12][C:10]2[S:11][C:7]([S:6][CH2:5][C:4]([OH:33])=[O:3])=[CH:8][N:9]=2)[CH:28]=[CH:27][CH:26]=1)(=[O:32])[CH3:31]. Procedure details: The title compound was prepared via {2-[3-(3-acetylamino-phenyl)-3-cyclohexylmethyl-ureido]-thiazol-5-ylsulfanyl}-acetic acid ethyl ester in a similar manner as described for the synthesis of {2-[3-cyclopentylmethyl-3-(3,4-difluoro-phenyl)-ureido]-thiazol-4-yl}-acetic acid, using N-(3-amino-phenyl)-acetamide, cyclohexylcarbaldehyde and (2-amino-thiazol-5-ylsulfanyl)acetic acid ethyl ester. The product is S(=O)(=O)(O)O.C(C=C)(=O)N (acrylamide sulfate). Procedure: Until recent times, it was customary to prepare acrylamide by reacting acrylonitrile with sulfuric acid in an aqueous environment to produce acrylamide sulfate. The acrylamide sulfate would then be neutralized with sodium or ammonium hydroxide and then cooled. During the cooling process, quite pure acrylamide would be precipitated in the form of snowy white crystals. Starting materials: C(C=C)(=O)N (acrylamide), C(C=C)#N (acrylonitrile), S(O)(O)(=O)=O (sulfuric acid). As a reaction SMILES: [C:1]([NH2:5])(=[O:4])[CH:2]=[CH2:3].C(#N)C=C.[S:10](=[O:14])(=[O:13])([OH:12])[OH:11]>>[S:10]([OH:14])([OH:13])(=[O:12])=[O:11].[C:1]([NH2:5])(=[O:4])[CH:2]=[CH2:3] |f:3.4|. Starting materials: ClC=1C=CC2=C(C(=CCCS2)O)C1 (7-chloro-5-hydroxy-2,3-dihydro-1-benzothiepin), O1CCOCC1 (dioxane), I(=O)(=O)(=O)[O-].[Na+] (sodium metaperiodate). The solvent is CO (methanol), O (water). Conditions: time 2 hour. The product is ClC=1C=CC2=C(C(=CCCS2=O)O)C1 (7-chloro-5-hydroxy-2,3-dihydro-1-benzothiepin-1-oxide). RXN SMILES: [Cl:1][C:2]1[CH:3]=[CH:4][C:5]2[S:11][CH2:10][CH2:9][CH:8]=[C:7]([OH:12])[C:6]=2[CH:13]=1.[O:14]1CCOCC1.I([O-])(=O)(=O)=O.[Na+]>CO.O>[Cl:1][C:2]1[CH:3]=[CH:4][C:5]2[S:11](=[O:14])[CH2:10][CH2:9][CH:8]=[C:7]([OH:12])[C:6]=2[CH:13]=1 |f:2.3|. Procedure details: The starting material is prepared as follows: The solution of 6.4 g of 7-chloro-5-hydroxy-2,3-dihydro-1-benzothiepin in 65 ml of dry methanol and65 ml of dry dioxane is treated dropwise at 0° in 1 hour with the solution of 7.0 g of sodium metaperiodate in 65 ml water. The mixture is stirred at 0° for two hours after the addition period and then allowed to warm to room temperature for overnight. It is filtered and the solid rinsed with 30 ml of methanol. The combined filtrate and wash is concentr... Reactants: C(C)(C)(C)OC(=O)N1C(CN(CC1)S(=O)(=O)C=1NC2=CC=C(C=C2C1)Cl)CC(=O)O (1-tert-butoxycarbonyl-2-carboxymethyl-4-[(5-chloroindol-2-yl)sulfonyl]piperazine), C(=O)(N1C=NC=C1)N1C=NC=C1 (carbonyldiimidazole), C1(=CC=CC=C1)S(=O)(=O)N (benzenesulfonamide), C1CCC2=NCCCN2CC1 (1,8-diazabicyclo[5.4.0]-7-undecene), C(=O)(N1C=NC=C1)N1C=NC=C1 (carbonyldiimidazole), FC(C(=O)O)(F)F (trifluoroacetic acid). Solvent: O1CCCC1 (tetrahydrofuran), ClCCl (dichloromethane). Conditions: time 1 minute. Yields the product FC(C(=O)O)(F)F.ClC=1C=C2C=C(NC2=CC1)S(=O)(=O)N1CC(NCC1)CC(NS(=O)(=O)C1=CC=CC=C1)=O (4-[(5-Chloroindol-2-yl)sulfonyl]-2-[[N-(phenylsulfonyl)carbamoyl]methyl]piperazine trifluoroacetate). As a reaction SMILES: C(OC([N:8]1[CH2:13][CH2:12][N:11]([S:14]([C:17]2[NH:18][C:19]3[C:24]([CH:25]=2)=[CH:23][C:22]([Cl:26])=[CH:21][CH:20]=3)(=[O:16])=[O:15])[CH2:10][CH:9]1[CH2:27][C:28](O)=[O:29])=O)(C)(C)C.C(N1C=CN=C1)(N1C=CN=C1)=O.[C:43]1([S:49]([NH2:52])(=[O:51])=[O:50])[CH:48]=[CH:47][CH:46]=[CH:45][CH:44]=1.C1CCN2C(=NCCC2)CC1.[F:64][C:65]([F:70])([F:69])[C:66]([OH:68])=[O:67]>O1CCCC1.ClCCl>[F:64][C:65]([F:70])([F:69])[C:66]([OH:68])=[O:67].[Cl:26][C:22]1[CH:23]=[C:24]2[C:19](=[CH:20][CH:21]=1)[NH:18][C:17]([S:14]([N:11]1[CH2:12][CH2:13][NH:8][CH:9]([CH2:27][C:28](=[O:29])[NH:52][S:49]([C:43]3[CH:48]=[CH:47][CH:46]=[CH:45][CH:44]=3)(=[O:51])=[O:50])[CH2:10]1)(=[O:15])=[O:16])=[CH:25]2 |f:7.8|. Procedure details: In tetrahydrofuran (10 ml) was dissolved 1-tert-butoxycarbonyl-2-carboxymethyl-4-[(5-chloroindol-2-yl)sulfonyl]piperazine (1.00 g), followed by the addition of carbonyldiimidazole (1.06 g). The resulting mixture was heated overnight under reflux. After cooling to room temperature, the reaction mixture was added with benzenesulfonamide (685 mg), 1,8-diazabicyclo[5.4.0]-7-undecene (0.64 ml) and carbonyldiimidazole (353 mg). The resulting mixture was heated under reflux for 1 hour. The reaction mix...